describe an organic reaction: reactants, conditions, products, and yield From a dataset of the Open Reaction Database (ORD), a public repository of structured organic reaction records. The reactants are [Br-], BrCCBr, CC(=O)OCBr, CC(=O)OC[Zn+], CC(=O)[O-], CC(=O)[O-], C[Si](C)(C)Cl, [Cl-], Cc1cc2c(F)c(Oc3ccnc(Cl)n3)ccc2[nH]1, [NH4+], CN(C)C=O, [Pd+2], [Zn]. Yields the product CC(=O)OCc1nccc(Oc2ccc3[nH]c(C)cc3c2F)n1. RXN SMILES: [Br-:16].[Br:1][CH2:2][CH2:3][Br:4].[C:10]([CH3:11])(=[O:12])[O:13][CH2:14][Br:15].[C:17]([O:18][CH2:19][Zn+:20])(=[O:21])[CH3:22].[C:50]([O-:51])(=[O:52])[CH3:53].[C:55]([O-:56])(=[O:57])[CH3:58].[CH3:5][Si:6]([Cl:7])([CH3:8])[CH3:9].[Cl-:42].[Cl:23][c:24]1[n:25][cH:26][cH:27][c:28]([O:30][c:31]2[c:32]([F:41])[c:33]3[cH:34][c:35]([CH3:40])[nH:36][c:37]3[cH:38][cH:39]2)[n:29]1.[NH4+:43].[O:44]=[CH:45][N:46]([CH3:47])[CH3:48].[Pd+2:54].[Zn:49]>>[C:10]([CH3:11])(=[O:12])[O:13][CH2:14][c:24]1[n:25][cH:26][cH:27][c:28]([O:30][c:31]2[c:32]([F:41])[c:33]3[cH:34][c:35]([CH3:40])[nH:36][c:37]3[cH:38][cH:39]2)[n:29]1. Starting materials: CC=1N=C2N(C(=CC=C2)CNCCCCNS(=O)(=O)C(F)(F)F)C1 (2-methyl-5-[N-[4-(trifluoromethanesulfonamido) butan-1-yl]aminomethyl]imidazo[1,2-a]pyridine), aqueous solution, C=O (formalin). The solvent is C(C)(=O)O (acetic acid). Conditions: temperature 100 celsius. The product is CC=1N=C2C=CC=C3CN(CC1N23)CCCCNS(=O)(=O)C(F)(F)F (4,5-dihydro-2-methyl-4-[4-(trifluoromethanesulfonamido)butan-1-yl]-3H-1,4,8b-triazaacenaphthylene). Isolated yield 72.0%. Reaction SMILES: [CH3:1][C:2]1[N:3]=[C:4]2[CH:9]=[CH:8][CH:7]=[C:6]([CH2:10][NH:11][CH2:12][CH2:13][CH2:14][CH2:15][NH:16][S:17]([C:20]([F:23])([F:22])[F:21])(=[O:19])=[O:18])[N:5]2[CH:24]=1.[CH2:25]=O>C(O)(=O)C>[CH3:1][C:2]1[N:3]=[C:4]2[N:5]3[C:6]([CH2:10][N:11]([CH2:12][CH2:13][CH2:14][CH2:15][NH:16][S:17]([C:20]([F:21])([F:22])[F:23])(=[O:19])=[O:18])[CH2:25][C:24]=13)=[CH:7][CH:8]=[CH:9]2. Reported procedure: In 6 ml of acetic acid was dissolved 2.02 g (5.54 mmol) of 2-methyl-5-[N-[4-(trifluoromethanesulfonamido) butan-1-yl]aminomethyl]imidazo[1,2-a]pyridine. To the solution was added 6.2 ml (83.15 mmol) of a 37% aqueous solution of formalin, and the mixture was heated for 30 minutes at 100° C. After completion of the reaction, the solvent was distilled off under reduced pressure. The residue was dissolved in 100 ml of a saturated aqueous solution of potassium carbonate. This solution was neutralized... The reactants are COC(C1=C(C=CC(=C1)OCC1=CC=CC=C1)C(C1=CC=CC=C1)O)OC (2-(α-Hydroxybenzyl)-5-benzyloxybenzaldehyde dimethylacetal), C1(\C=C/C(=O)O1)=O (maleic anhydride). The solvent is C1(=CC=CC=C1)C (toluene). Yields the product C(C1=CC=CC=C1)OC1=CC=C2C(=C3C(=CC2=C1)C(=O)OC3=O)C3=CC=CC=C3 (7-Benzyloxy-4-phenylnaphthalene-2,3-dicarboxylic anhydride). As a reaction SMILES: CO[CH:3](OC)[C:4]1[CH:9]=[C:8]([O:10][CH2:11][C:12]2[CH:17]=[CH:16][CH:15]=[CH:14][CH:13]=2)[CH:7]=[CH:6][C:5]=1[CH:18](O)[C:19]1[CH:24]=[CH:23][CH:22]=[CH:21][CH:20]=1.[C:28]1(=[O:34])[O:33][C:31](=[O:32])[CH:30]=[CH:29]1>C1(C)C=CC=CC=1>[CH2:11]([O:10][C:8]1[CH:9]=[C:4]2[C:5]([C:18]([C:19]3[CH:24]=[CH:23][CH:22]=[CH:21][CH:20]=3)=[C:30]3[C:31](=[O:32])[O:33][C:28](=[O:34])[C:29]3=[CH:3]2)=[CH:6][CH:7]=1)[C:12]1[CH:13]=[CH:14][CH:15]=[CH:16][CH:17]=1. Procedure details: To a solution of the alcohol (112 g) from Step 1 in toluene (1.1L) was added maleic anhydride (150 g). The reaction mixture was heated to reflux for 24 hours. After cooling to room temperature, the toluene was evaporated. The residue was triturated in EtOAc at 0° C., filtered and washed with Et2O to afford the title product as a white solid. Starting materials: C(C1=CC=CC=C1)(=S)N (thiobenzamide), ClCC(=O)CCl (1,3-dichloroacetone). Run in CO (methanol). Yields the product ClCC=1N=C(SC1)C1=CC=CC=C1 (4-chloromethyl-2-phenylthiazole). The yield is 57.0%. As a reaction SMILES: [C:1]([NH2:9])(=[S:8])[C:2]1[CH:7]=[CH:6][CH:5]=[CH:4][CH:3]=1.[Cl:10][CH2:11][C:12]([CH2:14]Cl)=O>CO>[Cl:10][CH2:11][C:12]1[N:9]=[C:1]([C:2]2[CH:7]=[CH:6][CH:5]=[CH:4][CH:3]=2)[S:8][CH:14]=1. Reported procedure: 2.33 g of thiobenzamide was dissolved in 20 ml of dry methanol, and 2.16 g of 1,3-dichloroacetone was added thereto at room temperature and then heated under reflux for 1 hour. The solvent was distilled off under reduced pressure, and ice water was added to the remaining product, which was then neutralized with an aqueous solution of sodium hydrogen carbonate. The resulting product was extracted with ethyl acetate, washed with saturated saline, and dried over sodium sulfate, and the solvent was ... Reactants: CCCCCOC(=O)C1Cc2ccccc2N1, O=P([O-])([O-])[O-]. The product is O=C(O)C1Cc2ccccc2N1. Reaction SMILES: [CH2:1]([CH2:2][CH2:3][CH2:4][CH3:5])[O:6][C:7](=[O:8])[CH:9]1[NH:10][c:11]2[cH:12][cH:13][cH:14][cH:15][c:16]2[CH2:17]1.[O-:18][P:19](=[O:20])([O-:21])[O-:22]>>[O:6]=[C:7]([OH:8])[CH:9]1[NH:10][c:11]2[cH:12][cH:13][cH:14][cH:15][c:16]2[CH2:17]1. The reactants are COC(CCC(=O)C1=CC=C2C=CC=C3C4=CC=CC5=CC=CC(C1=C23)=C45)=O (3-perylenoyl propanoic acid methyl ester), O.NN (hydrazine hydrate), [OH-].[K+] (potassium hydroxide), Cl (hydrochloric acid). The solvent is C(COCCO)O (diethylene glycol), O (water). Reaction conditions: temperature 140 celsius. Product: C1(=CC=C2C=CC=C3C4=CC=CC5=CC=CC(C1=C23)=C45)CCCC(=O)O (perylenebutanoic acid). Isolated yield 68.8%. Reaction SMILES: C[O:2][C:3](=[O:28])[CH2:4][CH2:5][C:6]([C:8]1[C:25]2=[C:26]3[C:15]([C:16]4[C:27]5[C:20](=[CH:21][CH:22]=[CH:23][C:24]2=5)[CH:19]=[CH:18][CH:17]=4)=[CH:14][CH:13]=[CH:12][C:11]3=[CH:10][CH:9]=1)=O.O.NN.[OH-].[K+].Cl>C(O)COCCO.O>[C:8]1([CH2:6][CH2:5][CH2:4][C:3]([OH:28])=[O:2])[C:25]2=[C:26]3[C:15]([C:16]4[C:27]5[C:20](=[CH:21][CH:22]=[CH:23][C:24]2=5)[CH:19]=[CH:18][CH:17]=4)=[CH:14][CH:13]=[CH:12][C:11]3=[CH:10][CH:9]=1 |f:1.2,3.4|. Procedure: To a suspension of 3-perylenoyl propanoic acid methyl ester (360.2 mg, 0.983 mmol) in 2.0 mL diethylene glycol, 98% hydrazine hydrate (150.6 μL, 2.949 mmol) and powdered potassium hydroxide (275.3 mg, 4.916 mmol) were added. The reaction mixture was heated to 140° C. for 2 hrs, then to 190° C. and kept over night, cooled to room temperature, diluted with 20 mL water, acidified with 0.5 mL concentrated hydrochloric acid, the precipitate formed was filtered, washed with water to pH 7.0, dried on a... The reactants are ClCCCl, CN1CCCC1=O, NNc1ccc2nc(O)c(-c3ccccc3)nc2n1, O, O=C(O)c1cccnc1. The product is O=C(NNc1ccc2nc(O)c(-c3ccccc3)nc2n1)c1cccnc1. RXN SMILES: [CH2:29]([Cl:30])[CH2:31][Cl:32].[CH3:34][N:35]1[CH2:36][CH2:37][CH2:38][C:39]1=[O:40].[NH:1]([NH2:2])[c:3]1[cH:4][cH:5][c:6]2[c:7]([n:8][c:9](-[c:13]3[cH:14][cH:15][cH:16][cH:17][cH:18]3)[c:10]([OH:12])[n:11]2)[n:19]1.[OH2:33].[OH:20][C:21](=[O:22])[c:23]1[cH:24][cH:25][cH:26][n:27][cH:28]1>>[NH:1]([NH:2][C:21](=[O:20])[c:23]1[cH:24][cH:25][cH:26][n:27][cH:28]1)[c:3]1[cH:4][cH:5][c:6]2[c:7]([n:8][c:9](-[c:13]3[cH:14][cH:15][cH:16][cH:17][cH:18]3)[c:10]([OH:12])[n:11]2)[n:19]1. The reactants are C(C)(C)(C)OC(NCC1=C(C(=CC(=C1)C=O)Cl)F)=O ((3-chloro-2-fluoro-5-formyl-benzyl)-carbamic acid tert-butyl ester), C(C)(=O)O[BH-](OC(C)=O)OC(C)=O.[Na+] (sodium triacetoxyborohydride), CON1CCCCC1 (1-methoxypiperidine), C(C)(=O)O (acetic acid). Solvent: C1CCOC1 (THF). The product is C(C)(C)(C)OC(NCC1=C(C(=CC(=C1)CN1CCC(CC1)OC)Cl)F)=O ([3-Chloro-2-fluoro-5-(4-methoxy-piperidin-1-ylmethyl)-benzyl]-carbamic acid tert-butyl ester). As a reaction SMILES: [C:1]([O:5][C:6](=[O:19])[NH:7][CH2:8][C:9]1[CH:14]=[C:13]([CH:15]=O)[CH:12]=[C:11]([Cl:17])[C:10]=1[F:18])([CH3:4])([CH3:3])[CH3:2].CO[N:22]1[CH2:27][CH2:26][CH2:25][CH2:24][CH2:23]1.[C:28](O)(=[O:30])C.C(O[BH-](OC(=O)C)OC(=O)C)(=O)C.[Na+]>C1COCC1>[C:1]([O:5][C:6](=[O:19])[NH:7][CH2:8][C:9]1[CH:14]=[C:13]([CH2:15][N:22]2[CH2:23][CH2:24][CH:25]([O:30][CH3:28])[CH2:26][CH2:27]2)[CH:12]=[C:11]([Cl:17])[C:10]=1[F:18])([CH3:4])([CH3:3])[CH3:2] |f:3.4|. Procedure details: was prepared according to Scheme C2 (step C) from (3-chloro-2-fluoro-5-formyl-benzyl)-carbamic acid tert-butyl ester (200 mg, 0.59 mmol), 1-methoxypiperidine (68 mg, 0.59 mmol), acetic acid (0.051 mL, 0.89 mmol) and sodium triacetoxyborohydride (313 mg, 1.5 mmol) in THF (8 mL). MS (LC-MS): 387.0 [M]+